From a dataset of the Open Reaction Database (ORD), a public repository of structured organic reaction records. describe an organic reaction: reactants, conditions, products, and yield Reactants: O=C([O-])O, CN(C)C=O, O=CNc1nc(C(=NOCCBr)C(=O)O)cs1, [N-]=[N+]=[N-], [Na+], [Na+], O. Product: [N-]=[N+]=NCCON=C(C(=O)O)c1csc(NC=O)n1. Reaction SMILES: [C:22](=[O:23])([OH:24])[O-:25].[CH3:27][N:28]([CH3:29])[CH:30]=[O:31].[CH:5](=[O:6])[NH:7][c:8]1[s:9][cH:10][c:11]([C:13]([C:14](=[O:15])[OH:16])=[N:17][O:18][CH2:19][CH2:20][Br:21])[n:12]1.[N-:2]=[N+:3]=[N-:4].[Na+:1].[Na+:26].[OH2:32]>>[N:2](=[N+:3]=[N-:4])[CH2:20][CH2:19][O:18][N:17]=[C:13]([c:11]1[cH:10][s:9][c:8]([NH:7][CH:5]=[O:6])[n:12]1)[C:14](=[O:15])[OH:16]. Yields the product COc1cnc2c(c1)cc(C(=CC1CCOCC1)c1ccc(S(C)(=O)=O)cc1)n2S(=O)(=O)c1ccccc1. The reactants are CS(=O)(=O)c1ccc(B(O)O)cc1, [Na+], [Na+], O=C([O-])[O-], C1COCCO1, Cl[Pd]Cl, COc1cnc2c(c1)cc(C(=CC1CCOCC1)OS(=O)(=O)c1ccc(C)cc1)n2S(=O)(=O)c1ccccc1, c1ccc(P(c2ccccc2)c2ccccc2)cc1, c1ccc(P(c2ccccc2)c2ccccc2)cc1. Reaction SMILES: [CH3:40][S:41](=[O:42])(=[O:43])[c:44]1[cH:45][cH:46][c:47]([B:50]([OH:51])[OH:52])[cH:48][cH:49]1.[Na+:53].[Na+:54].[O-:55][C:56](=[O:57])[O-:58].[O:59]1[CH2:60][CH2:61][O:62][CH2:63][CH2:64]1.[Pd:65]([Cl:66])[Cl:67].[c:1]1([S:7](=[O:8])(=[O:9])[n:10]2[c:11]([C:21](=[CH:22][CH:23]3[CH2:24][CH2:25][O:26][CH2:27][CH2:28]3)[O:29][S:30]([c:31]3[cH:32][cH:33][c:34]([CH3:35])[cH:36][cH:37]3)(=[O:38])=[O:39])[cH:12][c:13]3[c:14]2[n:15][cH:16][c:17]([O:19][CH3:20])[cH:18]3)[cH:2][cH:3][cH:4][cH:5][cH:6]1.[c:68]1([P:69]([c:70]2[cH:71][cH:72][cH:73][cH:74][cH:75]2)[c:76]2[cH:77][cH:78][cH:79][cH:80][cH:81]2)[cH:82][cH:83][cH:84][cH:85][cH:86]1.[c:87]1([P:88]([c:89]2[cH:90][cH:91][cH:92][cH:93][cH:94]2)[c:95]2[cH:96][cH:97][cH:98][cH:99][cH:100]2)[cH:101][cH:102][cH:103][cH:104][cH:105]1>>[c:1]1([S:7](=[O:8])(=[O:9])[n:10]2[c:11]([C:21](=[CH:22][CH:23]3[CH2:24][CH2:25][O:26][CH2:27][CH2:28]3)[c:47]3[cH:46][cH:45][c:44]([S:41]([CH3:40])(=[O:42])=[O:43])[cH:49][cH:48]3)[cH:12][c:13]3[c:14]2[n:15][cH:16][c:17]([O:19][CH3:20])[cH:18]3)[cH:2][cH:3][cH:4][cH:5][cH:6]1. The reactants are C1(CCC1)N1CCN(CC1)C(=O)C=1C=C2C=C(NC2=CC1)C(=O)N1CCS(CC1)(=O)=O ([5-(4-Cyclobutyl-piperazine-1-carbonyl)-1H-indol-2-yl]-(1,1-dioxothiomorpholin-4-yl)-methanone), FC=1C=C(C=CC1)B(O)O (3-fluorophenylboronic acid), N1=CC=CC=C1 (pyridine). The reagents and catalysts are C(C)(=O)[O-].[Cu+2].C(C)(=O)[O-] (copper(II) acetate). Run in ClCCl (dichloromethane). Yields the product C1(CCC1)N1CCN(CC1)C(=O)C=1C=C2C=C(N(C2=CC1)C1=CC(=CC=C1)F)C(=O)N1CCS(CC1)(=O)=O ([5-(4-Cyclobutyl-piperazine-1-carbonyl)-1-(3-fluoro-phenyl)-1H-indol-2-yl]-(1,1-dioxothiomorpholin-4-yl)-methanone). The yield is 35.0%. RXN SMILES: [CH:1]1([N:5]2[CH2:10][CH2:9][N:8]([C:11]([C:13]3[CH:14]=[C:15]4[C:19](=[CH:20][CH:21]=3)[NH:18][C:17]([C:22]([N:24]3[CH2:29][CH2:28][S:27](=[O:31])(=[O:30])[CH2:26][CH2:25]3)=[O:23])=[CH:16]4)=[O:12])[CH2:7][CH2:6]2)[CH2:4][CH2:3][CH2:2]1.[F:32][C:33]1[CH:34]=[C:35](B(O)O)[CH:36]=[CH:37][CH:38]=1.N1C=CC=CC=1>ClCCl.C([O-])(=O)C.[Cu+2].C([O-])(=O)C>[CH:1]1([N:5]2[CH2:6][CH2:7][N:8]([C:11]([C:13]3[CH:14]=[C:15]4[C:19](=[CH:20][CH:21]=3)[N:18]([C:37]3[CH:36]=[CH:35][CH:34]=[C:33]([F:32])[CH:38]=3)[C:17]([C:22]([N:24]3[CH2:29][CH2:28][S:27](=[O:30])(=[O:31])[CH2:26][CH2:25]3)=[O:23])=[CH:16]4)=[O:12])[CH2:9][CH2:10]2)[CH2:2][CH2:3][CH2:4]1 |f:4.5.6|. Procedure: The title compound was synthesized in analogy to example 66, from [5-(4-cyclobutyl-piperazine-1-carbonyl)-1H-indol-2-yl]-(1,1-dioxothiomorpholin-4-yl)-methanone (example 202), 3-fluorophenylboronic acid, copper(II) acetate and pyridine in dichloromethane, to give the desired product as a colorless solid (35%). Starting materials: NCCOCCOCCN (2-(2-(2-aminoethoxy)ethoxy)ethanamine), ClCCl (dichloromethane), ClC=1C=C2C(CN(CC2=C(C1)Cl)C)C=1C=C(C=CC1)S(=O)(=O)Cl (3-(6,8-dichloro-2-methyl-1,2,3,4-tetrahydroisoquinolin-4-yl)benzene-1-sulfonyl chloride), ClC=1C=C2C(CN(CC2=C(C1)Cl)C)C=1C=C(C=CC1)S(=O)(=O)Cl (3-(6,8-dichloro-2-methyl-1,2,3,4-tetrahydroisoquinolin-4-yl)benzene-1-sulfonyl chloride). Solvent: CN(C)C=O (DMF), C(C)(=O)OCC (ethyl acetate). Yields the product NCCOCCOCCNS(=O)(=O)C1=CC(=CC=C1)C1CN(CC2=C(C=C(C=C12)Cl)Cl)C (N-(2-(2-(2-aminoethoxy)ethoxy)ethyl)-3-(6,8-dichloro-2-methyl-1,2,3,4-tetrahydroisoquinolin-4-yl)benzenesulfonamide). RXN SMILES: [NH2:1][CH2:2][CH2:3][O:4][CH2:5][CH2:6][O:7][CH2:8][CH2:9][NH2:10].ClCCl.[Cl:14][C:15]1[CH:16]=[C:17]2[C:22](=[C:23]([Cl:25])[CH:24]=1)[CH2:21][N:20]([CH3:26])[CH2:19][CH:18]2[C:27]1[CH:28]=[C:29]([S:33](Cl)(=[O:35])=[O:34])[CH:30]=[CH:31][CH:32]=1>CN(C=O)C.C(OCC)(=O)C>[NH2:1][CH2:2][CH2:3][O:4][CH2:5][CH2:6][O:7][CH2:8][CH2:9][NH:10][S:33]([C:29]1[CH:30]=[CH:31][CH:32]=[C:27]([CH:18]2[C:17]3[C:22](=[C:23]([Cl:25])[CH:24]=[C:15]([Cl:14])[CH:16]=3)[CH2:21][N:20]([CH3:26])[CH2:19]2)[CH:28]=1)(=[O:35])=[O:34]. Procedure: To a 50-mL 3-necked round-bottom flask was added 2-(2-(2-aminoethoxy)ethoxy)ethanamine (3.2 g, 21.59 mmol, 21.09 equiv) and dichloromethane (DCM; 20 mL). This was followed by the addition of a solution of 3-(6,8-dichloro-2-methyl-1,2,3,4-tetrahydroisoquinolin-4-yl)benzene-1-sulfonyl chloride (Intermediate 1.6) (400 mg, 1.02 mmol, 1.00 equiv) in DMF (5 mL) dropwise with stirring. The resulting solution was stirred for 5 h at which time it was diluted with 100 mL of ethyl acetate. The resulting mi... As a reaction SMILES: [Cl-:19].[NH2:1][c:2]1[cH:3][c:4]([C:15]([F:16])([F:17])[F:18])[c:5]([O:8][c:9]2[n:10][nH:11][c:12]([CH3:14])[cH:13]2)[cH:6][cH:7]1>>[c:2]1([Cl:19])[cH:3][c:4]([C:15]([F:16])([F:17])[F:18])[c:5]([O:8][c:9]2[n:10][nH:11][c:12]([CH3:14])[cH:13]2)[cH:6][cH:7]1. Reactants: [Cl-], Cc1cc(Oc2ccc(N)cc2C(F)(F)F)n[nH]1. Yields the product Cc1cc(Oc2ccc(Cl)cc2C(F)(F)F)n[nH]1. Procedure details: A suspension of 7-methoxy-4-pyridin-4-ylmethyl-2H-phthalazin-1-one (11.4 g, 42.65 mmoles), prepared as described in example 130, and POCl3 (7.95 ml, 85.30 mmoles) in acetonitrile (110 ml) was refluxed for 1.5 hours. Further POCl3 (40 ml) was added and the reflux was kept on overnight. The mixture was dried, dissolved in water, neutralised with NaHCO3, extracted with CH2Cl2 and dried. The residue was chromatographed (eluent: CH2Cl2/CH3OH 97:3) to give 2.9 g of the title compound (yield: 23.8%). RXN SMILES: [CH3:1][O:2][C:3]1[CH:12]=[C:11]2[C:6]([C:7]([CH2:14][C:15]3[CH:20]=[CH:19][N:18]=[CH:17][CH:16]=3)=[N:8][NH:9][C:10]2=O)=[CH:5][CH:4]=1.O=P(Cl)(Cl)[Cl:23]>C(#N)C>[Cl:23][C:10]1[C:11]2[C:6](=[CH:5][CH:4]=[C:3]([O:2][CH3:1])[CH:12]=2)[C:7]([CH2:14][C:15]2[CH:20]=[CH:19][N:18]=[CH:17][CH:16]=2)=[N:8][N:9]=1. Solvent: C(C)#N (acetonitrile). Starting materials: COC1=CC=C2C(=NNC(C2=C1)=O)CC1=CC=NC=C1 (7-methoxy-4-pyridin-4-ylmethyl-2H-phthalazin-1-one), O=P(Cl)(Cl)Cl (POCl3), O=P(Cl)(Cl)Cl (POCl3). Product: ClC1=NN=C(C2=CC=C(C=C12)OC)CC1=CC=NC=C1 (4-Chloro-6-methoxy-1-pyridin-4-ylmethyl-phthalazine). The yield is 23.8%. Reaction conditions: time 8 hour. Starting materials: O=Cc1ccc(O)c(Br)c1, CCCCO, CCCCC, CN(C)C=O, Cl[Cu], Cl, [Na]. Yields the product CCCCOc1cc(C=O)ccc1O. As a reaction SMILES: [Br:7][c:8]1[cH:9][c:10]([CH:11]=[O:12])[cH:13][cH:14][c:15]1[OH:16].[CH2:18]([CH2:19][CH2:20][CH3:21])[OH:22].[CH3:25][CH2:26][CH2:27][CH2:28][CH3:29].[CH3:2][N:3]([CH3:4])[CH:5]=[O:6].[Cl:23][Cu:24].[ClH:17].[Na:1]>>[c:8]1([O:22][CH2:18][CH2:19][CH2:20][CH3:21])[cH:9][c:10]([CH:11]=[O:12])[cH:13][cH:14][c:15]1[OH:16]. Product: CCCCCCOC(=O)OC(C)OC(=O)c1c(I)c(NC(C)=O)c(I)c(N(C)C(C)=O)c1I. RXN SMILES: [C:14]([CH3:15])(=[O:16])[NH:17][c:18]1[c:19]([I:34])[c:20]([N:29]([CH3:30])[C:31]([CH3:32])=[O:33])[c:21]([I:28])[c:22]([C:25](=[O:26])[O-:27])[c:23]1[I:24].[C:1]([O:2][CH:3]([CH3:4])[Cl:5])([O:6][CH2:7][CH2:8][CH2:9][CH2:10][CH2:11][CH3:12])=[O:13].[I-:37].[K+:35].[Na+:36].[O:38]=[CH:39][N:40]([CH3:41])[CH3:42]>>[C:1]([O:2][CH:3]([CH3:4])[O:27][C:25]([c:22]1[c:21]([I:28])[c:20]([N:29]([CH3:30])[C:31]([CH3:32])=[O:33])[c:19]([I:34])[c:18]([NH:17][C:14]([CH3:15])=[O:16])[c:23]1[I:24])=[O:26])([O:6][CH2:7][CH2:8][CH2:9][CH2:10][CH2:11][CH3:12])=[O:13]. Reactants: CC(=O)Nc1c(I)c(C(=O)[O-])c(I)c(N(C)C(C)=O)c1I, CCCCCCOC(=O)OC(C)Cl, [I-], [K+], [Na+], CN(C)C=O.